Dataset: the Open Reaction Database (ORD), a public repository of structured organic reaction records. Task: describe an organic reaction: reactants, conditions, products, and yield The reactants are O1CCOC12CC=C(CC2)C2=CC1=NC=CC(=C1S2)OC2=C(C=C(N)C=C2)F (4-(2-(1,4-dioxaspiro[4.5]dec-7-en-8-yl)thieno[3,2-b]pyridin-7-yloxy)-3-fluoroaniline), FC1=CC=C(C=C1)N1N=CC=C(C1=O)C(=O)O (2-(4-fluorophenyl)-3-oxo-2,3-dihydropyridazine -4-carboxylic acid), Cl.C(C)N=C=NCCCN(C)C (N1-((ethylimino)methylene)-N3,N3-dimethylpropane-1,3-diamine hydrochloride), N1(N=NC2=C1C=CC=C2)O (1H-benzo[d][1,2,3]triazol-1-ol), C(C)N(C(C)C)C(C)C (N-ethyl-N-isopropylpropan-2-amine). The solvent is CN(C)C=O (DMF). The product is O1CCOC12CC=C(CC2)C2=CC1=NC=CC(=C1S2)OC2=C(C=C(C=C2)NC(=O)C=2C(N(N=CC2)C2=CC=C(C=C2)F)=O)F (N-(4-(2-(1,4-dioxaspiro[4.5]dec-7-en-8-yl)thieno[3,2-b]pyridin-7-yloxy)-3-fluorophenyl)-2-(4-fluorophenyl)-3-oxo-2,3-dihydropyridazine-4-carboxamide). Isolated yield 65.5%. RXN SMILES: [O:1]1[C:5]2([CH2:10][CH2:9][C:8]([C:11]3[S:19][C:18]4[C:13](=[N:14][CH:15]=[CH:16][C:17]=4[O:20][C:21]4[CH:27]=[CH:26][C:24]([NH2:25])=[CH:23][C:22]=4[F:28])[CH:12]=3)=[CH:7][CH2:6]2)[O:4][CH2:3][CH2:2]1.[F:29][C:30]1[CH:35]=[CH:34][C:33]([N:36]2[C:41](=[O:42])[C:40]([C:43](O)=[O:44])=[CH:39][CH:38]=[N:37]2)=[CH:32][CH:31]=1.Cl.C(N=C=NCCCN(C)C)C.N1(O)C2C=CC=CC=2N=N1.C(N(C(C)C)C(C)C)C>CN(C=O)C>[O:4]1[C:5]2([CH2:10][CH2:9][C:8]([C:11]3[S:19][C:18]4[C:13](=[N:14][CH:15]=[CH:16][C:17]=4[O:20][C:21]4[CH:27]=[CH:26][C:24]([NH:25][C:43]([C:40]5[C:41](=[O:42])[N:36]([C:33]6[CH:34]=[CH:35][C:30]([F:29])=[CH:31][CH:32]=6)[N:37]=[CH:38][CH:39]=5)=[O:44])=[CH:23][C:22]=4[F:28])[CH:12]=3)=[CH:7][CH2:6]2)[O:1][CH2:2][CH2:3]1 |f:2.3|. Procedure details: A round-bottomed flask was charged with 4-(2-(1,4-dioxaspiro[4.5]dec-7-en-8-yl)thieno[3,2-b]pyridin-7-yloxy)-3-fluoroaniline (100.0 mg, 0.256 mmol), 2-(4-fluorophenyl)-3-oxo-2,3-dihydropyridazine-4-carboxylic acid (Example 104, Step C, 70.53 mg, 0.301 mmol), N1-((ethylimino)methylene)-N3,N3-dimethylpropane-1,3-diamine hydrochloride (144.3 mg, 0.753 mmol), 1H-benzo[d][1,2,3]triazol-1-ol (101.7 mg, 0.753 mmol), N-ethyl-N-isopropylpropan-2-amine (162.2 mg, 1.255 mmol) and DMF (10 mL). The reaction ...